This data is from the Open Reaction Database (ORD), a public repository of structured organic reaction records. The task is: describe an organic reaction: reactants, conditions, products, and yield Reactants: C=CC(=O)OC, CC(N)CNC(=O)OC(C)(C)C, O=C(OCc1ccccc1)ON1C(=O)CCC1=O, CO. Yields the product COC(=O)CCN(C(=O)OCc1ccccc1)C(C)CNC(=O)OC(C)(C)C. RXN SMILES: [C:13]([CH:14]=[CH2:15])(=[O:16])[O:17][CH3:18].[C:1]([CH3:2])([CH3:3])([CH3:4])[O:5][C:6]([NH:7][CH2:8][CH:9]([CH3:10])[NH2:11])=[O:12].[CH2:19]([c:20]1[cH:21][cH:22][cH:23][cH:24][cH:25]1)[O:26][C:27](=[O:28])[O:29][N:30]1[C:31](=[O:32])[CH2:33][CH2:34][C:35]1=[O:36].[CH3:37][OH:38]>>[C:1]([CH3:2])([CH3:3])([CH3:4])[O:5][C:6]([NH:7][CH2:8][CH:9]([CH3:10])[N:11]([CH2:15][CH2:14][C:13](=[O:16])[O:17][CH3:18])[C:27]([O:26][CH2:19][c:20]1[cH:21][cH:22][cH:23][cH:24][cH:25]1)=[O:28])=[O:12]. Yields the product C(C)(C)(C)OC(=O)NCC(=O)OC1=C2C(=C3NC4=CC=CC=C4SC3=C1)C=CC=C2 (5-tert-butyloxycarbonylamino acetoxy-12H-benzo[a]phenothiazine). As a reaction SMILES: C1(N=C=NC2CCCCC2)CCCCC1.[OH:16][C:17]1[CH:30]=[C:29]2[C:20]([NH:21][C:22]3[C:27]([S:28]2)=[CH:26][CH:25]=[CH:24][CH:23]=3)=[C:19]2[CH:31]=[CH:32][CH:33]=[CH:34][C:18]=12.[C:35]([O:39][C:40]([NH:42][CH2:43][C:44](O)=[O:45])=[O:41])([CH3:38])([CH3:37])[CH3:36]>C1COCC1.CN(C1C=CN=CC=1)C>[C:35]([O:39][C:40]([NH:42][CH2:43][C:44]([O:16][C:17]1[CH:30]=[C:29]2[C:20]([NH:21][C:22]3[C:27]([S:28]2)=[CH:26][CH:25]=[CH:24][CH:23]=3)=[C:19]2[CH:31]=[CH:32][CH:33]=[CH:34][C:18]=12)=[O:45])=[O:41])([CH3:38])([CH3:37])[CH3:36]. Conditions: time 15 minute. Solvent: C1CCOC1 (THF). Procedure: Dicyclohexylcarbodiimide (21 g) was added to a solution of 5-hydroxy-12H-benzo[a]phenothiazine (4.2 g) and N-tert-butyloxycarbonyl glycine (8.4 g) in THF (150 ml) followed by the addition of DMAP (0.2 g). The reaction mixture was stirred for 15 minutes, filtered and the filtrate evaporated to dryness. The residue was dissolved in EtOAc, washed with a solution of NaHCO3, dried and evaporated to dryness. The resulting oily residue was chromatographed on silica gel (5% EtOAc/CH2Cl2) to afford 5-ter... Reactants: C1(CCCCC1)N=C=NC1CCCCC1 (Dicyclohexylcarbodiimide), OC1=C2C(=C3NC4=CC=CC=C4SC3=C1)C=CC=C2 (5-hydroxy-12H-benzo[a]phenothiazine), C(C)(C)(C)OC(=O)NCC(=O)O (N-tert-butyloxycarbonyl glycine). The reagents and catalysts are CN(C)C=1C=CN=CC1 (DMAP). The reactants are [BH4-].[Na+] (sodium borohydride), FC=1C=C(C=O)C=CC1OC (3--Fluoro-4-methoxybenzaldehyde), COC(CN)OC (aminoacetaldehyde dimethyl acetal). Solvent: C(C)O (ethyl alcohol). Reaction conditions: temperature 100 celsius, time 8 hour. The product is COC(CNCC1=CC(=C(C=C1)OC)F)OC (N-(3-fluoro-4-methoxybenzyl)-aminoacetaldehyde dimethyl acetal). The yield is 84.7%. As a reaction SMILES: [F:1][C:2]1[CH:3]=[C:4]([CH:7]=[CH:8][C:9]=1[O:10][CH3:11])[CH:5]=O.[CH3:12][O:13][CH:14]([O:17][CH3:18])[CH2:15][NH2:16].[BH4-].[Na+]>C(O)C>[CH3:12][O:13][CH:14]([O:17][CH3:18])[CH2:15][NH:16][CH2:5][C:4]1[CH:7]=[CH:8][C:9]([O:10][CH3:11])=[C:2]([F:1])[CH:3]=1 |f:2.3|. Procedure details: 3--Fluoro-4-methoxybenzaldehyde (5.0 g, 0.0324 mole) was added to aminoacetaldehyde dimethyl acetal (3.53 ml, 0.0324 mole) and the mixture was heated at 100° C. for 2 hours. The reaction mixture was cooled in ice, diluted with ethyl alcohol (50 ml) and sodium borohydride (1.23 g, 0.0324 mole) was added and the mixture was stirred overnight at 25° C. The solvent was removed under reduced pressure and the residue was dissolved in ethyl acetate and the solution was washed with water and brine and t... Starting materials: O=C([O-])[O-], CC(=O)Cc1cccc(C#N)c1, CC#N, BrC1CCC1, [Cs+], [Cs+]. Yields the product CC(=O)C(CC1CCC1)c1cccc(C#N)c1. As a reaction SMILES: [C:18](=[O:19])([O-:20])[O-:21].[C:1](#[N:2])[c:3]1[cH:4][c:5]([CH2:9][C:10](=[O:11])[CH3:12])[cH:6][cH:7][cH:8]1.[CH3:24][C:25]#[N:26].[CH:13]1([Br:17])[CH2:14][CH2:15][CH2:16]1.[Cs+:22].[Cs+:23]>>[C:1](#[N:2])[c:3]1[cH:4][c:5]([CH:9]([C:10](=[O:11])[CH3:12])[CH2:18][CH:13]2[CH2:14][CH2:15][CH2:16]2)[cH:6][cH:7][cH:8]1. Reactants: CC1=C(C(O)=CC=C1)O (3-methylcatechol), C([O-])([O-])=O.[K+].[K+] (potassium carbonate), BrCCBr (1,2-dibromoethane). Run in CN(C=O)C (dimethylformamide). Run at temperature 125 celsius, time 30 minute. Product: CC1=CC=CC=2OCCOC21 (5-methyl-1,4-benzodioxane). The yield is 81.8%. Reaction SMILES: [CH3:1][C:2]1[CH:8]=[CH:7][CH:6]=[C:4]([OH:5])[C:3]=1[OH:9].C(=O)([O-])[O-].[K+].[K+].Br[CH2:17][CH2:18]Br>CN(C)C=O>[CH3:1][C:2]1[C:3]2[O:9][CH2:18][CH2:17][O:5][C:4]=2[CH:6]=[CH:7][CH:8]=1 |f:1.2.3|. Procedure: In 300 ml of dry dimethylformamide, was dissolved 30 g of 3-methylcatechol and then 100 g of potassium carbonate was added to the solution. This solution was heated to 120 to 130° C. and 136 g of 1,2-dibromoethane was added dropwise in ten and several portions. After stirring for 30 minutes under the same conditions, the mixture was cooled and solid materials were removed by filtration. To the filtrate, was added diethyl ether, and the mixture was washed successively with a 3% sodium hydroxide a...